From a dataset of the Open Reaction Database (ORD), a public repository of structured organic reaction records. describe an organic reaction: reactants, conditions, products, and yield The reactants are O=C([O-])O, Cc1oc(C)c(C(=O)Cl)c1C, ONC1CCCCC1, ClCCl, Cl, [Na+], O. Product: Cc1oc(C)c(C(=O)N(O)C2CCCCC2)c1C. RXN SMILES: [C:10](=[O:11])([O-:12])[OH:13].[CH3:16][c:17]1[o:18][c:19]([CH3:26])[c:20]([CH3:25])[c:21]1[C:22](=[O:23])[Cl:24].[CH:2]1([NH:8][OH:9])[CH2:3][CH2:4][CH2:5][CH2:6][CH2:7]1.[Cl:27][CH2:28][Cl:29].[ClH:1].[Na+:14].[OH2:15]>>[CH:2]1([N:8]([OH:9])[C:22]([c:21]2[c:17]([CH3:16])[o:18][c:19]([CH3:26])[c:20]2[CH3:25])=[O:23])[CH2:3][CH2:4][CH2:5][CH2:6][CH2:7]1. Reactants: C(C)N1N=CC2=C1N=CC1=C2NC=2N(C1=O)N=C(C2)C (3-ethyl-3,11-dihydro-9-methyl-6H-pyrazolo[1,5-a]pyrazolo[4',3':5,6]pyrido[4,3-d]pyrimidin-6-one), [Na] (sodium), CI (methyl iodide). Run in COCCOCCOC (diethyleneglycol dimethylether). Run at time 12 hour. The product is C(C)N1N=CC2=C1N=CC1=C2N(C=2N(C1=O)N=C(C2)C)C (3-ethyl-3,11-dihydro-9,11-dimethyl-6H-pyrazolo[1,5-a]pyrazolo[4',3':5,6]pyrido[4,3-d]-pyrimidin-6-one). As a reaction SMILES: [CH2:1]([N:3]1[C:7]2[N:8]=[CH:9][C:10]3[C:15](=[O:16])[N:14]4[N:17]=[C:18]([CH3:20])[CH:19]=[C:13]4[NH:12][C:11]=3[C:6]=2[CH:5]=[N:4]1)[CH3:2].[Na].[CH3:22]I>COCCOCCOC>[CH2:1]([N:3]1[C:7]2[N:8]=[CH:9][C:10]3[C:15](=[O:16])[N:14]4[N:17]=[C:18]([CH3:20])[CH:19]=[C:13]4[N:12]([CH3:22])[C:11]=3[C:6]=2[CH:5]=[N:4]1)[CH3:2] |^1:20|. Reported procedure: 8.05 g. of 3-ethyl-3,11-dihydro-9-methyl-6H-pyrazolo[1,5-a]pyrazolo[4',3':5,6]pyrido[4,3-d]pyrimidin-6-one (0.03 mol.) are refluxed with stirring in 100 ml. of diethyleneglycol dimethylether together with 0.9 g. of sodium (0.04 mol.) for 2 hours. After this time, 14.2 g. of methyl iodide (0.1 mol.) are added and heating is continued for 12 hours. The solvent is removed in vacuo and the residue crystallized with methanol, filtered and washed with water to obtain 3-ethyl-3,11-dihydro-9,11-dimethyl... Reactants: Cl (HCl), BrC=1C=CC(=C(C=O)C1)C (5-bromo-2-methylbenzaldehyde), [BH4-].[Na+] (NaBH4), CO (methanol). The solvent is C1CCOC1 (THF), O (water). Reaction conditions: temperature 2.5 celsius, time 5 hour. Yields the product BrC=1C=CC(=C(CCl)C1)C (5-bromo-2-methylbenzyl chloride). RXN SMILES: [Br:1][C:2]1[CH:3]=[CH:4][C:5]([CH3:10])=[C:6]([CH:9]=1)[CH:7]=O.[BH4-].[Na+].CO.[ClH:15]>C1COCC1.O>[Br:1][C:2]1[CH:3]=[CH:4][C:5]([CH3:10])=[C:6]([CH:9]=1)[CH2:7][Cl:15] |f:1.2|. Procedure details: To a mixture of 80.9 g (0.406 mol) of 5-bromo-2-methylbenzaldehyde and 7.80 g (0.206 mol) of NaBH4 in 300 ml of THF 200 ml of methanol was added dropwise by vigorous stirring for 5 h at 0-5° C. This mixture was stirred overnight at room temperature and then added to 1 liter of cold water. The resulting mixture was acidified by 2 M HCl to pH˜1, and the formed (5-bromo-2-methylphenyl)methanol was extracted with 3×250 ml of dichloromethane. The combined organic extract was dried over Na2SO4 and eva... Reactants: COC(C(C(=O)OC)CC=1C(=NC(=CC1NC(CC)CC)C)OC1=C(C=C(C=C1C)C)C)=O (2-[4-(1-ethyl-propylamino)-6-methyl-2-(2,4,6-trimethyl-phenoxy)-pyridin-3-ylmethyl]-malonic acid dimethyl ester). Run in C(C)(=O)O (acetic acid). Reaction conditions: temperature 130 celsius. Yields the product COC(=O)C1C(N(C2=CC(=NC(=C2C1)OC1=C(C=C(C=C1C)C)C)C)C(CC)CC)=O (1-(1-Ethyl-propyl)7-methyl2-oxo5-(2,4,6-trimethyl-phenoxy)-1,2,3,4-tetrahydro-[1,6]naphthyridine-3-carboxylic Acid Methyl Ester). Isolated yield 34.4%. Reaction SMILES: [CH3:1][O:2][C:3](=[O:33])[CH:4]([CH2:9][C:10]1[C:11]([O:23][C:24]2[C:29]([CH3:30])=[CH:28][C:27]([CH3:31])=[CH:26][C:25]=2[CH3:32])=[N:12][C:13]([CH3:22])=[CH:14][C:15]=1[NH:16][CH:17]([CH2:20][CH3:21])[CH2:18][CH3:19])[C:5]([O:7]C)=O>C(O)(=O)C>[CH3:1][O:2][C:3]([CH:4]1[CH2:9][C:10]2[C:15](=[CH:14][C:13]([CH3:22])=[N:12][C:11]=2[O:23][C:24]2[C:25]([CH3:32])=[CH:26][C:27]([CH3:31])=[CH:28][C:29]=2[CH3:30])[N:16]([CH:17]([CH2:20][CH3:21])[CH2:18][CH3:19])[C:5]1=[O:7])=[O:33]. Procedure: A mixture of 2-[4-(1-ethyl-propylamino)-6-methyl-2-(2,4,6-trimethyl-phenoxy)-pyridin-3-ylmethyl]-malonic acid dimethyl ester (22 mg, 0.048 mmol) and 2 ml of acetic acid and bubbled through HCl (g) was heated at 130° C. for 30 hours. The reaction was cooled and concentrated to dryness. The residue was quenched with water and extracted with ethyl acetate. The organic layer was dried and concentrated to give 7 mg of the title compound. 1H NMR (CDCl3) δ 6.89(s,2H), 6.59(s,1H), 4.4(m,1H), 3.72(s,3H),... Reactants: CCC(=O)N1CCC(Oc2ccc([N+](=O)[O-])c(C)n2)C1, CO. The product is CCC(=O)N1CCC(Oc2ccc(N)c(C)n2)C1. As a reaction SMILES: [CH3:1][c:2]1[n:3][c:4]([O:11][CH:12]2[CH2:13][N:14]([C:17]([CH2:18][CH3:19])=[O:20])[CH2:15][CH2:16]2)[cH:5][cH:6][c:7]1[N+:8]([O-:9])=[O:10].[CH3:21][OH:22]>>[CH3:1][c:2]1[n:3][c:4]([O:11][CH:12]2[CH2:13][N:14]([C:17]([CH2:18][CH3:19])=[O:20])[CH2:15][CH2:16]2)[cH:5][cH:6][c:7]1[NH2:8]. The reactants are CCOc1ccccc1Br, [Cl-], I, O=C1Nc2ccc(I)cc2C1=O, [Mg], [NH4+], C1CCOC1. Reaction SMILES: [Br:2][c:3]1[c:4]([O:9][CH2:10][CH3:11])[cH:5][cH:6][cH:7][cH:8]1.[Cl-:25].[I:12].[I:13][c:14]1[cH:15][c:16]2[c:20]([cH:21][cH:22]1)[NH:19][C:18](=[O:23])[C:17]2=[O:24].[Mg:1].[NH4+:26].[O:27]1[CH2:28][CH2:29][CH2:30][CH2:31]1>>[c:3]1([C:17]2([OH:24])[c:16]3[cH:15][c:14]([I:13])[cH:22][cH:21][c:20]3[NH:19][C:18]2=[O:23])[c:4]([O:9][CH2:10][CH3:11])[cH:5][cH:6][cH:7][cH:8]1. Yields the product CCOc1ccccc1C1(O)C(=O)Nc2ccc(I)cc21. The reactants are C1COCCO1, C1CCOC1, CO, Cl, CC(C)(C)OC(=O)NC1CCN(c2cccnn2)CC1. The product is NC1CCN(c2cccnn2)CC1. Reaction SMILES: [CH2:22]1[O:23][CH2:24][CH2:25][O:26][CH2:27]1.[CH2:28]1[O:29][CH2:30][CH2:31][CH2:32]1.[CH3:33][OH:34].[ClH:21].[n:1]1[n:2][c:3]([N:7]2[CH2:8][CH2:9][CH:10]([NH:13][C:14](=[O:15])[O:16][C:17]([CH3:18])([CH3:19])[CH3:20])[CH2:11][CH2:12]2)[cH:4][cH:5][cH:6]1>>[n:1]1[n:2][c:3]([N:7]2[CH2:8][CH2:9][CH:10]([NH2:13])[CH2:11][CH2:12]2)[cH:4][cH:5][cH:6]1.